This data is from the Open Reaction Database (ORD), a public repository of structured organic reaction records. The task is: describe an organic reaction: reactants, conditions, products, and yield The reactants are CNc1ccc(O)cc1, Clc1nc2ccccc2nc1Cl, O=S(=O)(O)O. Product: CN(c1ccc(O)cc1)c1nc2ccccc2nc1Cl. As a reaction SMILES: [CH3:18][NH:19][c:20]1[cH:21][cH:22][c:23]([OH:26])[cH:24][cH:25]1.[Cl:1][c:2]1[n:3][c:4]2[cH:5][cH:6][cH:7][cH:8][c:9]2[n:10][c:11]1[Cl:12].[S:13]([OH:14])([OH:15])(=[O:16])=[O:17]>>[c:2]1([N:19]([CH3:18])[c:20]2[cH:21][cH:22][c:23]([OH:26])[cH:24][cH:25]2)[n:3][c:4]2[cH:5][cH:6][cH:7][cH:8][c:9]2[n:10][c:11]1[Cl:12]. Starting materials: C1CCOC1, C#Cc1ccc(C(CC)(CC)c2ccc(C(=O)OC)c(C)c2)cc1C, C[Si](C)(C)[N-][Si](C)(C)C, [Li+], O=C1CCCC1. The product is CCC(CC)(c1ccc(C#CC2(O)CCCC2)c(C)c1)c1ccc(C(=O)OC)c(C)c1. RXN SMILES: [CH2:42]1[O:43][CH2:44][CH2:45][CH2:46]1.[CH3:1][O:2][C:3]([c:4]1[c:5]([CH3:24])[cH:6][c:7]([C:10]([CH2:11][CH3:12])([c:13]2[cH:14][c:15]([CH3:21])[c:16]([C:19]#[CH:20])[cH:17][cH:18]2)[CH2:22][CH3:23])[cH:8][cH:9]1)=[O:25].[CH3:26][Si:27]([CH3:28])([CH3:29])[N-:30][Si:31]([CH3:32])([CH3:33])[CH3:34].[Li+:35].[O:36]=[C:37]1[CH2:38][CH2:39][CH2:40][CH2:41]1>>[CH3:1][O:2][C:3]([c:4]1[c:5]([CH3:24])[cH:6][c:7]([C:10]([CH2:11][CH3:12])([c:13]2[cH:14][c:15]([CH3:21])[c:16]([C:19]#[C:20][C:37]3([OH:36])[CH2:38][CH2:39][CH2:40][CH2:41]3)[cH:17][cH:18]2)[CH2:22][CH3:23])[cH:8][cH:9]1)=[O:25]. Starting materials: [Br-], CC[Mg+], C1CCOC1, CCOCC, CON(C)C(=O)c1ccc(F)cc1Nc1ccccc1. The product is CCC(=O)c1ccc(F)cc1Nc1ccccc1. As a reaction SMILES: [Br-:21].[CH2:22]([CH3:23])[Mg+:24].[CH2:30]1[O:31][CH2:32][CH2:33][CH2:34]1.[CH3:25][CH2:26][O:27][CH2:28][CH3:29].[F:1][c:2]1[cH:3][c:4]([NH:14][c:15]2[cH:16][cH:17][cH:18][cH:19][cH:20]2)[c:5]([C:6](=[O:7])[N:8]([O:9][CH3:10])[CH3:11])[cH:12][cH:13]1>>[F:1][c:2]1[cH:3][c:4]([NH:14][c:15]2[cH:16][cH:17][cH:18][cH:19][cH:20]2)[c:5]([C:6](=[O:7])[CH2:22][CH3:23])[cH:12][cH:13]1. Starting materials: FC1=C(C=C(C=O)C=C1)C(F)(F)F (4-fluoro-3-(trifluoromethyl)benzaldehyde), ClC1=CC=C(CCNC(C2=CC=C(C=C2)O)=O)C=C1 (N-(4-chlorophenethyl)-4-hydroxybenzamide), C(=O)([O-])[O-].[K+].[K+] (K2CO3). The solvent is CS(=O)C (DMSO). Conditions: temperature 95 celsius, time 2 hour. Product: ClC1=CC=C(CCNC(C2=CC=C(C=C2)OC2=C(C=C(C=C2)C=O)C(F)(F)F)=O)C=C1 (N-(4-chlorophenethyl)-4-(4-formyl-2-(trifluoromethyl)phenoxy)benzamide). Yield: 92.9%. As a reaction SMILES: F[C:2]1[CH:9]=[CH:8][C:5]([CH:6]=[O:7])=[CH:4][C:3]=1[C:10]([F:13])([F:12])[F:11].[Cl:14][C:15]1[CH:32]=[CH:31][C:18]([CH2:19][CH2:20][NH:21][C:22](=[O:30])[C:23]2[CH:28]=[CH:27][C:26]([OH:29])=[CH:25][CH:24]=2)=[CH:17][CH:16]=1.C([O-])([O-])=O.[K+].[K+]>CS(C)=O>[Cl:14][C:15]1[CH:16]=[CH:17][C:18]([CH2:19][CH2:20][NH:21][C:22](=[O:30])[C:23]2[CH:28]=[CH:27][C:26]([O:29][C:2]3[CH:9]=[CH:8][C:5]([CH:6]=[O:7])=[CH:4][C:3]=3[C:10]([F:13])([F:12])[F:11])=[CH:25][CH:24]=2)=[CH:31][CH:32]=1 |f:2.3.4|. Procedure: To a stirred solution of the 4-fluoro-3-(trifluoromethyl)benzaldehyde (177 μL, 1.30 mmol) and N-(4-chlorophenethyl)-4-hydroxybenzamide (359 mg, 1.30 mmol) in DMSO (3 ml) was added K2CO3 (270 mg, 1.95 mmol). The reaction was stirred at 95° C. for 2 hours and then directly purified by silica gel chromatography to give N-(4-chlorophenethyl)-4-(4-formyl-2-(trifluoromethyl)phenoxy)benzamide (0.541 g). The reactants are C(=O)C1=C(C=CC=C1)C1=CC=C(CC23CCCCN3C(N(C2=O)C2=CC(=CC(=C2)Cl)Cl)=O)C=C1 (6-[4-(2-formylphenyl)benzyl]-8-(3,5-dichloro-phenyl)-1,8-diazabicyclo[4.3.0]nonane-7,9-dione), C1(=CC=CC=C1)P(C1=CC=CC=C1)(C1=CC=CC=C1)=CC(=O)OC (methyl (triphenylphosphoranylidene)acetate), C1(=CC=CC=C1)C (toluene). The product is COC(=O)C=CC1=C(C=CC=C1)C1=CC=C(CC23CCCCN3C(N(C2=O)C2=CC(=CC(=C2)Cl)Cl)=O)C=C1 (6-[4-[2-(2-Methoxycarbonylvinyl)phenyl]benzyl]-8-(3,5-dichlorophenyl)-1,8-diazabicyclo[4.3.0]nonane-7,9-dione). As a reaction SMILES: C(C1C=CC=CC=1[C:9]1[CH:34]=[CH:33][C:12]([CH2:13][C:14]23[C:22](=[O:23])[N:21]([C:24]4[CH:29]=[C:28]([Cl:30])[CH:27]=[C:26]([Cl:31])[CH:25]=4)[C:20](=[O:32])[N:19]2[CH2:18][CH2:17][CH2:16][CH2:15]3)=[CH:11][CH:10]=1)=O.C1(P(=[CH:54][C:55]([O:57][CH3:58])=[O:56])(C2C=CC=CC=2)C2C=CC=CC=2)C=CC=CC=1.[C:59]1([CH3:65])[CH:64]=[CH:63][CH:62]=[CH:61][CH:60]=1>>[CH3:58][O:57][C:55]([CH:54]=[CH:65][C:59]1[CH:64]=[CH:63][CH:62]=[CH:61][C:60]=1[C:9]1[CH:10]=[CH:11][C:12]([CH2:13][C:14]23[C:22](=[O:23])[N:21]([C:24]4[CH:29]=[C:28]([Cl:30])[CH:27]=[C:26]([Cl:31])[CH:25]=4)[C:20](=[O:32])[N:19]2[CH2:18][CH2:17][CH2:16][CH2:15]3)=[CH:33][CH:34]=1)=[O:56]. Procedure: A mixture of 6-[4-(2-formylphenyl)benzyl]-8-(3,5-dichloro-phenyl)-1,8-diazabicyclo[4.3.0]nonane-7,9-dione (0.205 g) and methyl (triphenylphosphoranylidene)acetate (0.223 g) in toluene (5 mL) was refluxed for 8 hours. The mixture was evaporated and the residue was purified by chromatography (Silica gel: EtOAc/hexane: 1/4 to 1/3, Chromatotron) to afford the titled compound (0.229 g). MS (m/z) 571(M++Na).